Dataset: the Open Reaction Database (ORD), a public repository of structured organic reaction records. Task: describe an organic reaction: reactants, conditions, products, and yield Reactants: COC1=CC(=C(N)C=C1)[N+](=O)[O-] (4-methoxy-2-nitroaniline), BrC1=CSC=C1 (3-bromothiophene), BrC=1SC=CC1 (2-bromothiophene). Reaction conditions: time 6 hour. Product: COC1=CC(=C(NC2=CSC=C2)C=C1)[N+](=O)[O-] (4-methoxy-2-nitro-N-(3-thienyl)aniline), XIV. Reaction SMILES: [CH3:1][O:2][C:3]1[CH:9]=[CH:8][C:6]([NH2:7])=[C:5]([N+:10]([O-:12])=[O:11])[CH:4]=1.Br[C:14]1[CH:18]=[CH:17][S:16][CH:15]=1.BrC1SC=CC=1>>[CH3:1][O:2][C:3]1[CH:9]=[CH:8][C:6]([NH:7][C:14]2[CH:18]=[CH:17][S:16][CH:15]=2)=[C:5]([N+:10]([O-:12])=[O:11])[CH:4]=1. Procedure details: Reaction of 4-methoxy-2-nitroaniline (X:R=4-OMe) and 3-bromothiophene (XI:R′=3-Br) as described above for Example 55, but for only 6 hours, gave 4-methoxy-2-nitro-N-(3-thienyl)aniline (XIV:R′=4-OMe, 3-thienyl) (71%): mp (EtOAc/petroleum ether) 121-123° C. Starting materials: ClC1=C(C=C2C(C(=CN(C2=C1[N+](=O)[O-])C1=CC=CC=C1)C(=O)O)=O)F (7-Chloro-6-fluoro-1,4-dihydro-4-oxo-8-nitro-1-phenyl-quinoline-3-carboxylic acid), CN1CCNCC1 (N-methylpiperazine). The product is Cl.N1=CC(=CC2=CC=CC=C12)C(=O)O (quinoline-3-carboxylic acid hydrochloride). Reaction SMILES: [Cl:1][C:2]1[C:11]([N+]([O-])=O)=[C:10]2[C:5]([C:6](=O)[C:7]([C:21]([OH:23])=[O:22])=[CH:8][N:9]2C2C=CC=CC=2)=[CH:4][C:3]=1F.CN1CCNCC1>>[ClH:1].[N:9]1[C:10]2[C:5](=[CH:4][CH:3]=[CH:2][CH:11]=2)[CH:6]=[C:7]([C:21]([OH:23])=[O:22])[CH:8]=1 |f:2.3|. Procedure details: The synthesis is carried out analogously to Example 1 (2 hours reflux). 7-Chloro-6-fluoro-1,4-dihydro-4-oxo-8-nitro-1-phenyl-quinoline-3-carboxylic acid and N-methylpiperazine are used as the starting substances. The quinoline-3-carboxylic acid hydrochloride (I) (R=C6H5, X1 =NO2, X2 =F, A=4-methyl-1-piperazinyl) obtained as the reaction product has a melting point >300° C. (with decomposition). Melting point of the betaine: 240°-245° C. The reactants are FC=1C=C(C=C(C1)F)S(=O)(=O)N (3,5-difluorobenzenesulfonamide), COC(N(C)C)OC (N,N-dimethylformamide dimethylacetal). Solvent: CC#N (CH3CN). Reaction conditions: time 1 hour. Product: FC=1C=C(C=C(C1)F)S(=O)(=O)N=CN(C)C (N′-(3,5-difluorophenylsulfonyl)-N,N-dimethylformimidamide). Yield: 45829.8%. As a reaction SMILES: [F:1][C:2]1[CH:3]=[C:4]([S:9]([NH2:12])(=[O:11])=[O:10])[CH:5]=[C:6]([F:8])[CH:7]=1.CO[CH:15](OC)[N:16]([CH3:18])[CH3:17]>CC#N>[F:8][C:6]1[CH:5]=[C:4]([S:9]([N:12]=[CH:15][N:16]([CH3:18])[CH3:17])(=[O:10])=[O:11])[CH:3]=[C:2]([F:1])[CH:7]=1. Procedure details: To a solution of 3,5-difluorobenzenesulfonamide (154 g, 0.797 mol) in CH3CN (1 L) was added N,N-dimethylformamide dimethylacetal (224 mL, 1.67 mmol, 2.1 eq). After stirring 1 h, the reaction mixture was concentrated under reduced pressure. This material was triturated with Et2O and dried in vacuo to give N′-(3,5-difluorophenylsulfonyl)-N,N-dimethylformimidamide (190 g, 96%) as a light brown solid. 1H NMR (400 MHz, CDCl3) δ 8.12 (s, 1H), 7.44-7.38 (m, 2H), 6.98-6.91 (m, 1H), 3.17 (s, 3H), 3.05 (s... Reactants: O=S(=O)(O)C1(CC(COCc2ccccc2)OCc2ccccc2)CC1, CN(C)C=O, O=S(Cl)Cl. As a reaction SMILES: [CH2:1]([c:2]1[cH:3][cH:4][cH:5][cH:6][cH:7]1)[O:8][CH:9]([CH2:10][C:11]1([S:14](=[O:15])(=[O:16])[OH:17])[CH2:12][CH2:13]1)[CH2:18][O:19][CH2:20][c:21]1[cH:22][cH:23][cH:24][cH:25][cH:26]1.[O:27]=[CH:28][N:29]([CH3:30])[CH3:31].[S:32]([Cl:33])([Cl:34])=[O:35]>>[CH2:1]([c:2]1[cH:3][cH:4][cH:5][cH:6][cH:7]1)[O:8][CH:9]([CH2:10][C:11]1([S:14](=[O:15])(=[O:16])[Cl:34])[CH2:12][CH2:13]1)[CH2:18][O:19][CH2:20][c:21]1[cH:22][cH:23][cH:24][cH:25][cH:26]1. The product is O=S(=O)(Cl)C1(CC(COCc2ccccc2)OCc2ccccc2)CC1. Reactants: OC(CC(C)C)(C)C=1SC=CC1NC(=O)OC(C)(C)C (2-(1-hydroxy-1,3-dimethylbutyl)-3-t-butoxycarbonylaminothiophene), C(C)[SiH](CC)CC (triethylsilane), FC(C(=O)O)(F)F (trifluoroacetic acid), C(O)([O-])=O.[Na+] (sodium hydrogen carbonate). Solvent: C(Cl)Cl (methylene chloride). Run at time 20 hour. The product is NC1=C(SC=C1)C(CC(C)C)C (3-Amino-2-(1,3-dimethylbutyl)thiophene). The yield is 58.5%. RXN SMILES: O[C:2]([C:8]1[S:9][CH:10]=[CH:11][C:12]=1[NH:13]C(OC(C)(C)C)=O)([CH3:7])[CH2:3][CH:4]([CH3:6])[CH3:5].C([SiH](CC)CC)C.FC(F)(F)C(O)=O.C(=O)([O-])O.[Na+]>C(Cl)Cl>[NH2:13][C:12]1[CH:11]=[CH:10][S:9][C:8]=1[CH:2]([CH3:7])[CH2:3][CH:4]([CH3:6])[CH3:5] |f:3.4|. Reported procedure: After dissolving 1.2 g of 2-(1-hydroxy-1,3-dimethylbutyl)-3-t-butoxycarbonylaminothiophene in 10 ml of methylene chloride, 0.44 g of triethylsilane and 4.3 g of trifluoroacetic acid were added. The mixture was stirred at room temperature for 20 hours, neutralized with a saturated aqueous sodium hydrogen carbonate solution, and extracted with ethyl acetate. The organic layer was washed with a saturated aqueous sodium chloride solution and dried over anhydrous sodium sulfate. The solvent was disti... The reactants are CC(=O)OC(C)=O, COc1ccccc1CC(=O)O, CN(C)CN(C)C, O. Product: C=C(C(=O)O)c1ccccc1OC. As a reaction SMILES: [CH3:13][C:14]([O:15][C:16](=[O:17])[CH3:18])=[O:19].[CH3:1][O:2][c:3]1[c:4]([CH2:9][C:10](=[O:11])[OH:12])[cH:5][cH:6][cH:7][cH:8]1.[CH3:21][N:22]([CH2:23][N:24]([CH3:25])[CH3:26])[CH3:27].[OH2:20]>>[CH3:1][O:2][c:3]1[c:4]([C:9]([C:10](=[O:11])[OH:12])=[CH2:13])[cH:5][cH:6][cH:7][cH:8]1. The reactants are [C]=O (carbon monoxide), ClC1=C(C(=CC=C1)Cl)C (2,6-Dichlorotoluene), C(C)(C)(C)OOC(C)(C)C (di-tert-butyl peroxide), Pd(Xantphos)Cl2, [C]=O (carbon monoxide), C(C)O (ethanol). Run at temperature 120 celsius, time 16 hour. The product is ClC1=C(C(=CC=C1)Cl)CC(=O)OCC (ethyl 2,6-dichlorophenylacetate). The yield is 72.2%. As a reaction SMILES: [Cl:1][C:2]1[CH:7]=[CH:6][CH:5]=[C:4]([Cl:8])[C:3]=1[CH3:9].C(O[O:15][C:16]([CH3:19])(C)C)(C)(C)C.[C]=O.[CH2:22]([OH:24])C>>[Cl:1][C:2]1[CH:7]=[CH:6][CH:5]=[C:4]([Cl:8])[C:3]=1[CH2:9][C:22]([O:15][CH2:16][CH3:19])=[O:24] |^3:19|. Reported procedure: 2,6-Dichlorotoluene (2.4 g), ethanol (46 mg), di-tert-butyl peroxide (73 mg, 1 equivalent), and Pd(Xantphos)Cl2 (3.8 mg, 1 mol %) were added into a reaction kettle, into which 10 atm carbon monoxide was introduced. The reaction was heated to 120° C., and stirred at this constant temperature for 16 h. After the reaction was completed, carbon monoxide was discharged, and 84 mg ethyl 2,6-dichlorophenylacetate was obtained by column chromatography, in a yield of 72%. 1HNMR (400 MHz, CDCl3) δ 1.25 (t...